describe an organic reaction: reactants, conditions, products, and yield From a dataset of the Open Reaction Database (ORD), a public repository of structured organic reaction records. Starting materials: [Br-], [Li]CCCC, CCC(=O)c1cccc(CN(C)CC=CC#CC(C)(C)C)c1, C[P+](c1ccccc1)(c1ccccc1)c1ccccc1, CCCCCC, c1ccccc1. Product: C=C(CC)c1cccc(CN(C)CC=CC#CC(C)(C)C)c1. As a reaction SMILES: [Br-:34].[CH2:1]([Li:2])[CH2:3][CH2:4][CH3:5].[CH3:12][C:13]([C:14]#[C:15][CH:16]=[CH:17][CH2:18][N:19]([CH3:20])[CH2:21][c:22]1[cH:23][c:24]([C:28]([CH2:29][CH3:30])=[O:31])[cH:25][cH:26][cH:27]1)([CH3:32])[CH3:33].[CH3:35][P+:36]([c:37]1[cH:38][cH:39][cH:40][cH:41][cH:42]1)([c:43]1[cH:44][cH:45][cH:46][cH:47][cH:48]1)[c:49]1[cH:50][cH:51][cH:52][cH:53][cH:54]1.[CH3:6][CH2:7][CH2:8][CH2:9][CH2:10][CH3:11].[cH:55]1[cH:56][cH:57][cH:58][cH:59][cH:60]1>>[CH2:1]=[C:28]([c:24]1[cH:23][c:22]([CH2:21][N:19]([CH2:18][CH:17]=[CH:16][C:15]#[C:14][C:13]([CH3:12])([CH3:32])[CH3:33])[CH3:20])[cH:27][cH:26][cH:25]1)[CH2:29][CH3:30]. Starting materials: C(C)OC(CCN1CCN(CCC1=O)C(\C=C\C1=CC(=C(C=C1)Cl)Cl)=O)=O (3-{4-[(E)-3-(3,4-dichloro-phenyl)-acryloyl]-7-oxo-[1,4]diazepan-1-yl}-propionic acid ethyl ester), [OH-].[Li+] (lithium hydroxide), OS(=O)(=O)[O-].[K+] (KHSO4). Run in O1CCCC1.C(C)O (tetrahydrofuran ethanol). Run at time 3 hour. The product is ClC=1C=C(C=CC1Cl)/C=C/C(=O)N1CCN(C(CC1)=O)CCC(=O)O (3-{4-[(E)-3-(3,4-Dichloro-phenyl)-acryloyl]-7-oxo-[1,4]diazepan-1-yl}-propionic acid). Yield: 98.1%. As a reaction SMILES: C([O:3][C:4](=[O:27])[CH2:5][CH2:6][N:7]1[C:13](=[O:14])[CH2:12][CH2:11][N:10]([C:15](=[O:26])/[CH:16]=[CH:17]/[C:18]2[CH:23]=[CH:22][C:21]([Cl:24])=[C:20]([Cl:25])[CH:19]=2)[CH2:9][CH2:8]1)C.[OH-].[Li+].OS([O-])(=O)=O.[K+]>O1CCCC1.C(O)C>[Cl:25][C:20]1[CH:19]=[C:18](/[CH:17]=[CH:16]/[C:15]([N:10]2[CH2:11][CH2:12][C:13](=[O:14])[N:7]([CH2:6][CH2:5][C:4]([OH:27])=[O:3])[CH2:8][CH2:9]2)=[O:26])[CH:23]=[CH:22][C:21]=1[Cl:24] |f:1.2,3.4,5.6|. Procedure details: A solution of 3.50 g (8.47 mmol) of 3-{4-[(E)-3-(3,4-dichloro-phenyl)-acryloyl]-7-oxo-[1,4]diazepan-1-yl}-propionic acid ethyl ester in 80 ml of tetrahydrofuran/ethanol (1:1) was treated at 0° C. with 16.94 ml (16.94 mmol) of 1 M aq. lithium hydroxide solution, and kept 3 h at this temperature. The reaction was neutralized with cold aqueous 10% KHSO4 and extracted with EtOAc (3×). The organic phases were washed with aqueous 10% NaCl, dried over Na2SO4 and evaporated to yield 3.20 g (98%) of the ...